Dataset: the Open Reaction Database (ORD), a public repository of structured organic reaction records. Task: describe an organic reaction: reactants, conditions, products, and yield The reactants are C(C)(C)(C)C1=CC(=C(C=N1)C=1N([C@]([C@](N1)(C)C1=CC=C(C=C1)Cl)(C)C1=CC=C(C=C1)Cl)C(=O)Cl)OCC ((4S,5R)-2-(6-tert-butyl-4-ethoxy-pyridin-3-yl)-4,5-bis-(4-chloro-phenyl)-4,5-dimethyl-4,5-dihydro-imidazole-1-carbonyl chloride), C(C)(C)(C)OC(=O)N1CCC2(CC1)CCNCC2 (3,9-diaza-spiro[5.5]undecane-3-carboxylic acid tert-butyl ester). Product: C(C)(C)(C)OC(=O)N1CCC2(CC1)CCN(CC2)C(=O)N2C(=N[C@@]([C@@]2(C)C2=CC=C(C=C2)Cl)(C)C2=CC=C(C=C2)Cl)C=2C=NC(=CC2OCC)C(C)(C)C (9-[(4S,5R)-2-(6-tert-Butyl-4-ethoxy-pyridin-3-yl)-4,5-bis-(4-chloro-phenyl)-4,5-dimethyl-4,5-dihydro-imidazole-1-carbonyl]-3,9-diaza-spiro[5.5]undecane-3-carboxylic acid tert-butyl ester). As a reaction SMILES: [C:1]([C:5]1[N:10]=[CH:9][C:8]([C:11]2[N:12]([C:32](Cl)=[O:33])[C@@:13]([C:25]3[CH:30]=[CH:29][C:28]([Cl:31])=[CH:27][CH:26]=3)([CH3:24])[C@@:14]([C:17]3[CH:22]=[CH:21][C:20]([Cl:23])=[CH:19][CH:18]=3)([CH3:16])[N:15]=2)=[C:7]([O:35][CH2:36][CH3:37])[CH:6]=1)([CH3:4])([CH3:3])[CH3:2].[C:38]([O:42][C:43]([N:45]1[CH2:50][CH2:49][C:48]2([CH2:55][CH2:54][NH:53][CH2:52][CH2:51]2)[CH2:47][CH2:46]1)=[O:44])([CH3:41])([CH3:40])[CH3:39]>>[C:38]([O:42][C:43]([N:45]1[CH2:50][CH2:49][C:48]2([CH2:55][CH2:54][N:53]([C:32]([N:12]3[C@@:13]([C:25]4[CH:30]=[CH:29][C:28]([Cl:31])=[CH:27][CH:26]=4)([CH3:24])[C@@:14]([C:17]4[CH:18]=[CH:19][C:20]([Cl:23])=[CH:21][CH:22]=4)([CH3:16])[N:15]=[C:11]3[C:8]3[CH:9]=[N:10][C:5]([C:1]([CH3:2])([CH3:4])[CH3:3])=[CH:6][C:7]=3[O:35][CH2:36][CH3:37])=[O:33])[CH2:52][CH2:51]2)[CH2:47][CH2:46]1)=[O:44])([CH3:41])([CH3:39])[CH3:40]. Procedure details: In a manner analogous to the method described in examples 8, (4S,5R)-2-(6-tert-butyl-4-ethoxy-pyridin-3-yl)-4,5-bis-(4-chloro-phenyl)-4,5-dimethyl-4,5-dihydro-imidazole-1-carbonyl chloride (example 51) was coupled with 3,9-diaza-spiro[5.5]undecane-3-carboxylic acid tert-butyl ester (Syntech Labs) to give the title compound. HR-MS (ES, m/z) calculated for C43H56Cl2N5O4 [(M+H)+] 776.3704, observed 776.3699.